This data is from the Open Reaction Database (ORD), a public repository of structured organic reaction records. The task is: describe an organic reaction: reactants, conditions, products, and yield Reactants: C(C1=CC=CC=C1)OC[C@@H]1OC(O[C@@H]1CI)(C)C ((4S,5S)-4-[(benzyloxy)methyl]-5-(iodomethyl)-2,2-dimethyl-1,3-dioxolane), C(C1=CC=CC=C1)OC[C@@H]1OC(O[C@@H]1CI)(C)C ((4S,5S)-4-[(Benzyloxy)methyl]-5-(iodomethyl)-2,2-dimethyl-1,3-dioxolane). Reagents/catalysts: [Zn] (zinc). The solvent is C(C)O (ethanol). Reaction conditions: temperature 80 celsius, time 3 hour. The product is C(C1=CC=CC=C1)OC[C@@H](C=C)O ((2R)-1-(Benzyloxy)but-3-en-2-ol). Yield: 100.3%. As a reaction SMILES: [CH2:1]([O:8][CH2:9][C@H:10]1[C@@H:14]([CH2:15]I)OC(C)(C)[O:11]1)[C:2]1[CH:7]=[CH:6][CH:5]=[CH:4][CH:3]=1>C(O)C.[Zn]>[CH2:1]([O:8][CH2:9][C@H:10]([OH:11])[CH:14]=[CH2:15])[C:2]1[CH:7]=[CH:6][CH:5]=[CH:4][CH:3]=1. Procedure details: A mixture of 49.20 g of the crude (4S,5S)-4-[(benzyloxy)methyl]-5-(iodomethyl)-2,2-dimethyl-1,3-dioxolane obtained in Reference Example (1c) (136 mmol) and 26.66 g of zinc powder (408 mmol) in ethanol (420 ml) was stirred at 80° C. for three hours. After cooling the reaction mixture, the unreacted zinc powder was separated by filtration using Celite 545 and washed with ethanol. The filtrate was concentrated under reduced pressure and diluted with 1 M hydrochloric acid, followed by extraction wit... Reactants: CC1=C(C(=O)O)C=CC(=C1)C (2,4-dimethylbenzoic acid), C(C(=O)Cl)(=O)Cl (oxalyl chloride). Reagents/catalysts: CN(C=O)C (N, N-dimethylformamide). The solvent is C(Cl)(Cl)Cl (chloroform). Conditions: time 8 hour. The product is CC1=C(C(=O)OC)C=CC(=C1)C (methyl 2,4-dimethylbenzoate). RXN SMILES: [CH3:1][C:2]1[CH:10]=[C:9]([CH3:11])[CH:8]=[CH:7][C:3]=1[C:4]([OH:6])=[O:5].[C:12](Cl)(=O)C(Cl)=O>C(Cl)(Cl)Cl.CN(C)C=O>[CH3:1][C:2]1[CH:10]=[C:9]([CH3:11])[CH:8]=[CH:7][C:3]=1[C:4]([O:6][CH3:12])=[O:5]. Procedure details: 2,4-dimethylbenzoic acid (20.0 g) was suspended in chloroform (100 ml), and thereto were added oxalyl chloride (6.8 ml) and N, N-dimethylformamide (2 drops). The mixture was stirred at room temperature overnight. The solvent was evaporated under reduced pressure, and the residue was dissolved in methanol (200 ml). The mixture was stirred at room temperature for 3 hours. The solvent was evaporated under reduced pressure, and the residue was dissolved in ethyl acetate. The mixture was washed succe... Starting materials: P(C(C)C)(C(C)C)Cl (iPr2PCl), COC1=C2C(=C(C(C2=C(C=C1)OC)C)C)C (4,7-dimethoxy-1,2,3-trimethylindene), N#N.C(C)(C)O (N2 isopropanol), [Li]CCCC (n-BuLi), [H+].[B-](F)(F)(F)F.CCOCC (HBF4 Et2O). Run in CCOCC (Et2O). Run at temperature -60 celsius, time 10 minute. Yields the product COC1=C2C(=C(C(C2=C(C=C1[PH+](C(C)C)C(C)C)OC)C)C)C.B(F)(F)F (4,7-dimethoxy-1,2,3-trimethylindenyl-diisopropyl-phosphonium trifluoroborate). The yield is 68.8%. Reaction SMILES: [CH3:1][O:2][C:3]1[CH:11]=[CH:10][C:9]([O:12][CH3:13])=[C:8]2[C:4]=1[C:5]([CH3:16])=[C:6]([CH3:15])[CH:7]2[CH3:14].N#N.C(O)(C)C.[Li]CCCC.[P:28](Cl)([CH:32]([CH3:34])[CH3:33])[CH:29]([CH3:31])[CH3:30].[H+].[B-:37](F)([F:40])([F:39])[F:38].CCOCC>CCOCC>[CH3:13][O:12][C:9]1[C:10]([PH+:28]([CH:32]([CH3:34])[CH3:33])[CH:29]([CH3:31])[CH3:30])=[CH:11][C:3]([O:2][CH3:1])=[C:4]2[C:8]=1[C:7]([CH3:14])=[C:6]([CH3:15])[CH:5]2[CH3:16].[B:37]([F:40])([F:39])[F:38] |f:1.2,5.6.7,9.10|. Procedure: In a 100 ml Schlenk flask 4,7-dimethoxy-1,2,3-trimethylindene (39) (1.7 g, 7.79 mmol) was dissolved in Et2O (50 ml) under an argon atmosphere. The mixture was cooled to −60° C. (N2/isopropanol) and n-BuLi (3 ml, 2.5 M solution in hexane, 7.43 mmol) was added. The solution was stirred for 10 min at −60° C., then for 3 hours at ambient temperature. A white precipitate was formed. Then the mixture was cooled to −60° C. and iPr2PCl (1 ml, 6.24 mmol) was added. The mixture was allowed to come to room... Reactants: ClCCC(=O)Cl (3-Chloro-propionyl chloride), C1=CC(=CC=C1O)C (p-cresol), N1=CC=CC=C1 (pyridine). The solvent is C(Cl)Cl (CH2Cl2). Reaction conditions: time 1 day. The product is ClCCC(=O)OC1=CC=C(C=C1)C (4-Methylphenyl 3-Chloropropanoate). The yield is 54.6%. As a reaction SMILES: [Cl:1][CH2:2][CH2:3][C:4](Cl)=[O:5].[CH:7]1[C:12]([OH:13])=[CH:11][CH:10]=[C:9]([CH3:14])[CH:8]=1.N1C=CC=CC=1>C(Cl)Cl>[Cl:1][CH2:2][CH2:3][C:4]([O:13][C:12]1[CH:11]=[CH:10][C:9]([CH3:14])=[CH:8][CH:7]=1)=[O:5]. Procedure details: 3-Chloro-propionyl chloride (12.5 ml, 0.131 mol) was added for three minutes to a solution of p-cresol (12.90 g, 0.119 mol) in pyridine (9.5 ml, 0.12 mol) and CH2Cl2 (53 ml) at 0° C. After stirring the reaction mixture for one day at 0° C. to room temperature, solvent was removed by rotary evaporation. The concentrate was treated with brine (50 ml) and 0.5 M citric acid (150 ml) and extracted with EtOAc (3×100 ml). The organic extracts were washed with 100 ml; 1 N HCl, H2O, cold 0.1 N NaOH, H2O ... Reactants: BrB(Br)Br, ClCCl, COc1ccc(F)c(C=O)c1, O. As a reaction SMILES: [B:1]([Br:2])([Br:3])[Br:4].[Cl:17][CH2:18][Cl:19].[F:5][c:6]1[c:7]([CH:8]=[O:9])[cH:10][c:11]([O:14][CH3:15])[cH:12][cH:13]1.[OH2:16]>>[F:5][c:6]1[c:7]([CH:8]=[O:9])[cH:10][c:11]([OH:14])[cH:12][cH:13]1. Product: O=Cc1cc(O)ccc1F.